Dataset: the Open Reaction Database (ORD), a public repository of structured organic reaction records. Task: describe an organic reaction: reactants, conditions, products, and yield Starting materials: CC(C)(CO)Oc1ccc(Br)cc1, CCOC(C)=O, ClCCl, CC(C)(C)[Si](C)(C)OS(=O)(=O)C(F)(F)F, Cc1cccc(C)n1. Product: CC(C)(CO[Si](C)(C)C(C)(C)C)Oc1ccc(Br)cc1. Reaction SMILES: [Br:1][c:2]1[cH:3][cH:4][c:5]([O:6][C:7]([CH2:8][OH:9])([CH3:10])[CH3:11])[cH:12][cH:13]1.[CH3:40][CH2:41][O:42][C:43](=[O:44])[CH3:45].[Cl:37][CH2:38][Cl:39].[F:22][C:23]([F:24])([F:25])[S:26]([O:27][Si:28]([CH3:29])([CH3:30])[C:31]([CH3:32])([CH3:33])[CH3:34])(=[O:35])=[O:36].[n:14]1[c:15]([CH3:16])[cH:17][cH:18][cH:19][c:20]1[CH3:21]>>[Br:1][c:2]1[cH:3][cH:4][c:5]([O:6][C:7]([CH2:8][O:9][Si:28]([CH3:29])([CH3:30])[C:31]([CH3:32])([CH3:33])[CH3:34])([CH3:10])[CH3:11])[cH:12][cH:13]1. Starting materials: [BH4-], CCOC(=O)C(C)(C)Cc1ccc(C(=O)c2ccc(CC(C)(C)C(=O)OCC)cc2)cc1, CO, ClCCl, [Na+], O. Yields the product CCOC(=O)C(C)(C)Cc1ccc(C(O)c2ccc(CC(C)(C)C(=O)OCC)cc2)cc1. As a reaction SMILES: [BH4-:33].[CH2:1]([CH3:2])[O:3][C:4]([C:5]([CH2:6][c:7]1[cH:8][cH:9][c:10]([C:13]([c:14]2[cH:15][cH:16][c:17]([CH2:20][C:21]([CH3:22])([CH3:23])[C:24](=[O:25])[O:26][CH2:27][CH3:28])[cH:18][cH:19]2)=[O:29])[cH:11][cH:12]1)([CH3:30])[CH3:31])=[O:32].[CH3:39][OH:40].[Cl:36][CH2:37][Cl:38].[Na+:34].[OH2:35]>>[CH2:1]([CH3:2])[O:3][C:4]([C:5]([CH2:6][c:7]1[cH:8][cH:9][c:10]([CH:13]([c:14]2[cH:15][cH:16][c:17]([CH2:20][C:21]([CH3:22])([CH3:23])[C:24](=[O:25])[O:26][CH2:27][CH3:28])[cH:18][cH:19]2)[OH:29])[cH:11][cH:12]1)([CH3:30])[CH3:31])=[O:32]. Starting materials: N1=CC(=CC=C1)C1=CC=C(C=C1)NC(\C=C\C1=CC(=CC=C1)C1=CC=C(C=C1)C)=O ((E)-N-[4-(3-pyridyl)phenyl]-3-(4-methylphenyl)cinnamamide), ClC1=CC(=CC=C1)C(=O)OO (3-chloroperbenzoic acid), S(=S)(=O)([O-])[O-].[Na+].[Na+] (sodium thiosulfate). Run in O1CCCC1 (tetrahydrofuran). Conditions: time 18 hour. The product is [O-][N+]1=CC(=CC=C1)C1=CC=C(C=C1)NC(\C=C\C1=CC(=CC=C1)C1=CC=C(C=C1)C)=O ((E)-N-[4-(1-oxidopyridin-3-yl)phenyl]-3-(4-methylphenyl)-cinnamamide). Isolated yield 79.9%. As a reaction SMILES: [N:1]1[CH:6]=[CH:5][CH:4]=[C:3]([C:7]2[CH:12]=[CH:11][C:10]([NH:13][C:14](=[O:30])/[CH:15]=[CH:16]/[C:17]3[CH:22]=[CH:21][CH:20]=[C:19]([C:23]4[CH:28]=[CH:27][C:26]([CH3:29])=[CH:25][CH:24]=4)[CH:18]=3)=[CH:9][CH:8]=2)[CH:2]=1.ClC1C=CC=C(C(OO)=[O:39])C=1.S([O-])([O-])(=O)=S.[Na+].[Na+]>O1CCCC1>[O-:39][N+:1]1[CH:6]=[CH:5][CH:4]=[C:3]([C:7]2[CH:8]=[CH:9][C:10]([NH:13][C:14](=[O:30])/[CH:15]=[CH:16]/[C:17]3[CH:22]=[CH:21][CH:20]=[C:19]([C:23]4[CH:24]=[CH:25][C:26]([CH3:29])=[CH:27][CH:28]=4)[CH:18]=3)=[CH:11][CH:12]=2)[CH:2]=1 |f:2.3.4|. Procedure: To a solution of (E)-N-[4-(3-pyridyl)phenyl]-3-(4-methylphenyl)cinnamamide (250 mg) in tetrahydrofuran (20 ml) was added 3-chloroperbenzoic acid (70%, 0.24 g) at 0° C., and the mixture was stirred at room temperature for 18 hours. To the reaction mixture was added sodium thiosulfate solution, and the mixture was stirred for a few minutes and extracted with dichloromethane. The organic layer was washed with saturated sodium bicarbonate solution and saturated sodium chloride solution, dried with m... Starting materials: Cc1cc(C)n2nc(C=O)nc2n1, Cc1cnc2nc(C=O)nn2c1, COc1ccc(CCC2(C3CCCC3)CC(O)=CC(=O)O2)c(OC)c1, CCc1cc(CCC2(C3CCCC3)CC(=O)CC(=O)O2)cc(Cl)c1OC. The product is COc1ccc(CCC2(C3CCCC3)CC(O)=C(Cc3nc4ncc(C)cn4n3)C(=O)O2)c(OC)c1. RXN SMILES: [CH3:13][c:14]1[cH:15][c:16]([CH3:17])[n:18]2[n:19][c:20]([CH:21]=[O:22])[n:23][c:24]2[n:25]1.[CH3:1][c:2]1[cH:3][n:4][c:5]2[n:6]([cH:7]1)[n:8][c:9]([CH:11]=[O:12])[n:10]2.[CH:26]1([C:31]2([CH2:39][CH2:40][c:41]3[c:42]([O:49][CH3:50])[cH:43][c:44]([O:47][CH3:48])[cH:45][cH:46]3)[CH2:32][C:33]([OH:38])=[CH:34][C:35](=[O:37])[O:36]2)[CH2:27][CH2:28][CH2:29][CH2:30]1.[Cl:51][c:52]1[cH:53][c:54]([CH2:55][CH2:56][C:57]2([CH:58]3[CH2:59][CH2:60][CH2:61][CH2:62]3)[O:63][C:64](=[O:65])[CH2:66][C:67](=[O:68])[CH2:69]2)[cH:70][c:71]([CH2:72][CH3:73])[c:74]1[O:75][CH3:76]>>[CH3:1][c:2]1[cH:3][n:4][c:5]2[n:6]([cH:7]1)[n:8][c:9]([CH2:11][C:34]1=[C:33]([OH:38])[CH2:32][C:31]([CH:26]3[CH2:27][CH2:28][CH2:29][CH2:30]3)([CH2:39][CH2:40][c:41]3[c:42]([O:49][CH3:50])[cH:43][c:44]([O:47][CH3:48])[cH:45][cH:46]3)[O:36][C:35]1=[O:37])[n:10]2. The reactants are C(C)(C)(C)OC(N(C)CCOCC)=O (tert-butyl(2-ethoxyethyl)methylcarbamate), FC(C(=O)O)(F)F (trifluoroacetic acid), ClCCl (dichloromethane). Run at time 30 minute. Yields the product ClCC(=O)N(C)CCOCC (2-Chloro-N-(2-ethoxyethyl)-N-methylacetamide). Reaction SMILES: C([O:5][C:6](=O)[N:7]([CH2:9][CH2:10][O:11][CH2:12][CH3:13])[CH3:8])(C)(C)C.FC(F)(F)C(O)=O.[Cl:22][CH2:23]Cl>>[Cl:22][CH2:23][C:6]([N:7]([CH2:9][CH2:10][O:11][CH2:12][CH3:13])[CH3:8])=[O:5]. Procedure details: To a solution of tert-butyl(2-ethoxyethyl)methylcarbamate (1.2 g) in dichloromethane (6 ml) was added trifluoroacetic acid (6 ml) on an ice bath. The solution was stirred for 30 minutes while warming to room temperature, then the solvent was evaporated in vacuo. Synthesized from the resulting (2-ethoxyethyl)methylamine trifluoroacetate (crude product) (2.3 g) according to an analogous synthetic method to Preparation Example 119, the title compound (799 mg) was obtained. Reactants: FC(C(=O)O)(F)F (Trifluoroacetic acid), C(C)(C)(C)OC(=O)N1CC(C1)C(C)=O (3-acetyl-azetidine-1-carboxylic acid tert-butyl ester). The solvent is ClCCl (dichloromethane). Run at time 4 hour. Product: OC(=O)C(F)(F)F.N1CC(C1)C(C)=O (1-Azetidin-3-yl-ethanone TFA). Yield: 100.0%. As a reaction SMILES: [F:1][C:2]([F:7])([F:6])[C:3]([OH:5])=[O:4].C(OC([N:15]1[CH2:18][CH:17]([C:19](=[O:21])[CH3:20])[CH2:16]1)=O)(C)(C)C>ClCCl>[OH:5][C:3]([C:2]([F:7])([F:6])[F:1])=[O:4].[NH:15]1[CH2:18][CH:17]([C:19](=[O:21])[CH3:20])[CH2:16]1 |f:3.4|. Procedure: Trifluoroacetic acid (8 mL) was added to a suspension of 3-acetyl-azetidine-1-carboxylic acid tert-butyl ester (800 mg, 4.0 mmol) in dichloromethane (20 mL). The reaction mixture was stirred at room temperature for 4 hours and concentrated to dryness to afford the title product as a colorless gum (800 mg, 100%). Starting materials: [Li]CCCC, CCCCCC, CC(C)NC(C)C, O=Cc1ccccc1, CC(=O)c1cccnc1Oc1ccc(F)cc1, C1CCOC1. The product is O=C(CC(O)c1ccccc1)c1cccnc1Oc1ccc(F)cc1. RXN SMILES: [CH2:8]([Li:9])[CH2:10][CH2:11][CH3:12].[CH3:43][CH2:44][CH2:45][CH2:46][CH2:47][CH3:48].[CH:1]([NH:2][CH:3]([CH3:4])[CH3:5])([CH3:6])[CH3:7].[CH:30](=[O:31])[c:32]1[cH:33][cH:34][cH:35][cH:36][cH:37]1.[F:13][c:14]1[cH:15][cH:16][c:17]([O:18][c:19]2[n:20][cH:21][cH:22][cH:23][c:24]2[C:25]([CH3:26])=[O:27])[cH:28][cH:29]1.[O:38]1[CH2:39][CH2:40][CH2:41][CH2:42]1>>[F:13][c:14]1[cH:15][cH:16][c:17]([O:18][c:19]2[n:20][cH:21][cH:22][cH:23][c:24]2[C:25]([CH2:26][CH:30]([OH:31])[c:32]2[cH:33][cH:34][cH:35][cH:36][cH:37]2)=[O:27])[cH:28][cH:29]1. Reactants: C([O-])(O)=O.[Na+] (sodium bicarbonate), 19.9, C(C)(=O)NC=1SC=CC1C(=O)OC (methyl 2-acetamidothiophene-3-carboxylate), S(=O)(=O)(Cl)Cl (sulfuryl chloride). Run in C(Cl)(Cl)Cl (chloroform). Reaction conditions: time 30 minute. The product is C(C)(=O)NC=1SC(=CC1C(=O)OC)Cl (methyl 2-acetamido-5-chlorothiophene-3-carboxylate). Reaction SMILES: [C:1]([NH:4][C:5]1[S:6][CH:7]=[CH:8][C:9]=1[C:10]([O:12][CH3:13])=[O:11])(=[O:3])[CH3:2].S(Cl)([Cl:17])(=O)=O.C(=O)(O)[O-].[Na+]>C(Cl)(Cl)Cl>[C:1]([NH:4][C:5]1[S:6][C:7]([Cl:17])=[CH:8][C:9]=1[C:10]([O:12][CH3:13])=[O:11])(=[O:3])[CH3:2] |f:2.3|. Procedure details: To a stirred solution of 19.9 parts of methyl 2-acetamidothiophene-3-carboxylate in 200 parts by volume of chloroform, 8.2 parts by volume of sulfuryl chloride is added dropwise at below 30°C. The mixture is stirred at room temperature for 30 minutes and then cooled with ice. To the mixture, about 300 parts by volume of saturated aqueous sodium bicarbonate solution is cautiously added with stirring. The chloroform layer is separated, washed with water and dried over sodium sulfate. Evaporation o... Reactants: O (water), C1=CC=C(C=C1)/C=C/CO[C@H]2[C@@H]([C@H]([C@@H]([C@H](O2)CO)O)O)O (rosin), C1C=CC2C1C3CC2C=C3 (dicyclopentadiene). Conditions: temperature 160 celsius, time 5 hour. Yields the product CCCCCCCCCC=1C=CC(=CC1)O (nonylphenol), C=O (formaldehyde). Isolated yield 68.0%. As a reaction SMILES: [CH:1]1[CH:6]=[CH:5][C:4](/[CH:7]=[CH:8]/[CH2:9][O:10][C@@H]2O[C@H](CO)[C@@H](O)[C@H](O)[C@H]2O)=[CH:3][CH:2]=1.[CH2:22]1[CH:26]2[CH:27]3C=CC([CH:25]2[CH:24]=[CH:23]1)C3.[OH2:32]>>[CH3:22][CH2:23][CH2:24][CH2:25][CH2:26][CH2:27][CH2:9][CH2:8][CH2:7][C:4]1[CH:5]=[CH:6][C:1]([OH:32])=[CH:2][CH:3]=1.[CH2:9]=[O:10]. Procedure: 300 g of rosin and 700 g of 75% strength dicyclopentadiene are heated to 260° C. in a 5 liter pressure apparatus. After five hours, the stirred melt is cooled to 160° C. and the apparatus is brought to atmospheric pressure. 710 g of a water-soluble resol obtained from 1,860 g of nonylphenol and 510 g of formaldehyde (processing viscosity 250 mPa.s, residue on drying 68% after heating for one hour at 135° C.) are metered into this melt. With constant removal of water, the mixture is heated to 250...